From a dataset of the Open Reaction Database (ORD), a public repository of structured organic reaction records. describe an organic reaction: reactants, conditions, products, and yield Reactants: C(C)(C)(C)OC(=O)N1CCNCC1 (piperazine-1-carboxylic acid tert-butyl ester), ClC1=C2C(=NC=C1)C=C(S2)C(=O)[O-].[Li+] (lithium 7-chloro-thieno[3,2-b]pyridine-2-carboxylate). Yields the product C(C)(C)(C)OC(=O)N1CCN(CC1)C(=O)C1=CC2=NC=CC(=C2S1)Cl (4-[7-Chloro-thieno[3,2-b]pyridine-2-carbonyl]-piperazine-1-carboxylic acid tert-butyl ester). RXN SMILES: [C:1]([O:5][C:6]([N:8]1[CH2:13][CH2:12][NH:11][CH2:10][CH2:9]1)=[O:7])([CH3:4])([CH3:3])[CH3:2].[Cl:14][C:15]1[CH:20]=[CH:19][N:18]=[C:17]2[CH:21]=[C:22]([C:24]([O-])=[O:25])[S:23][C:16]=12.[Li+]>>[C:1]([O:5][C:6]([N:8]1[CH2:13][CH2:12][N:11]([C:24]([C:22]2[S:23][C:16]3[C:17](=[N:18][CH:19]=[CH:20][C:15]=3[Cl:14])[CH:21]=2)=[O:25])[CH2:10][CH2:9]1)=[O:7])([CH3:4])([CH3:2])[CH3:3] |f:1.2|. Reported procedure: The title compound was prepared from piperazine-1-carboxylic acid tert-butyl ester and lithium 7-chloro-thieno[3,2-b]pyridine-2-carboxylate by a procedure analogous to Example 1B. MS: 382/384 (MH+); HPLC Rf: 5.72 min.; HPLC purity 94%. Starting materials: FC1=C(C(=O)O)C(=CC=C1)F (2,6-difluorobenzoic acid), C(=O)(N1C=NC=C1)N1C=NC=C1 (carbonyldiimidazole), Cl.CN (methylamine hydrochloride), C(C)(C)N(CC)C(C)C (diisopropylethyl amine). Yields the product FC1=C(C(=O)NC)C(=CC=C1)F (2,6-Difluoro-N-methyl-benzamide). As a reaction SMILES: [F:1][C:2]1[CH:10]=[CH:9][CH:8]=[C:7]([F:11])[C:3]=1[C:4](O)=[O:5].[C:12](N1C=CN=C1)([N:14]1C=CN=C1)=O.Cl.CN.C(N(C(C)C)CC)(C)C>>[F:1][C:2]1[CH:10]=[CH:9][CH:8]=[C:7]([F:11])[C:3]=1[C:4]([NH:14][CH3:12])=[O:5] |f:2.3|. Procedure details: The title compound was prepared from 2,6-difluorobenzoic acid (10 g, 63.2 mmol), carbonyldiimidazole (10.26 g, 63.5 mmol), methylamine hydrochloride (4.27 g, 63.25 mmol) and diisopropylethyl amine according to the procedure used for example 84 (Step A) to give near quantitative yield of the title compound. Yields the product COc1ccc(-n2cc(C)c(CO)n2)cc1. Reactants: [Al+3], CCOC(=O)c1nn(-c2ccc(OC)cc2)cc1C, [H-], [H-], [H-], [H-], [Li+], C1CCOC1. Reaction SMILES: [Al+3:21].[CH3:1][O:2][c:3]1[cH:4][cH:5][c:6](-[n:9]2[n:10][c:11]([C:15](=[O:16])[O:17][CH2:18][CH3:19])[c:12]([CH3:14])[cH:13]2)[cH:7][cH:8]1.[H-:20].[H-:23].[H-:24].[H-:25].[Li+:22].[O:26]1[CH2:27][CH2:28][CH2:29][CH2:30]1>>[CH3:1][O:2][c:3]1[cH:4][cH:5][c:6](-[n:9]2[n:10][c:11]([CH2:15][OH:16])[c:12]([CH3:14])[cH:13]2)[cH:7][cH:8]1. Reactants: [OH-].[Na+] (sodium hydroxide), [H-].[Al+3].[Li+].[H-].[H-].[H-] (lithium aluminium hydride), C1OC=2C=C(N)C=CC2O1 (3,4-methylenedioxyaniline), C(=O)O (formic acid). The solvent is O (water), O (water), CCOCC (ether). Reaction conditions: time 3 hour. Yields the product CNC1=CC2=C(C=C1)OCO2 (N-methyl-3,4-methylenedioxyaniline). RXN SMILES: [CH2:1]1[O:10][C:9]2[CH:8]=[CH:7][C:5]([NH2:6])=[CH:4][C:3]=2[O:2]1.[H-].[Al+3].[Li+].[H-].[H-].[H-].[OH-].[Na+].[CH:19](O)=O>O.CCOCC>[CH3:19][NH:6][C:5]1[CH:7]=[CH:8][C:9]2[O:10][CH2:1][O:2][C:3]=2[CH:4]=1 |f:1.2.3.4.5.6,7.8|. Reported procedure: A solution of 3,4-methylenedioxyaniline (10 mmol) in formic acid (36 ml) is heated at reflux for 1 hour. After the removal of excess formic acid, the residue obtained is diluted with water and then extracted with dichloromethane. The combined organic phases are evaporated. The residue obtained is dissolved in ether, then lithium aluminium hydride (42 mmol) is added at 10° C., in small portions. After stirring the mixture at ambient temperature for 3 hours, water and 10% sodium hydroxide solution... The reactants are C[Mg+].[Br-] (MeMgBr), CCOCC (Et2O), C[Mg+].[Br-] (MeMgBr), CCOCC (Et2O), COC(=O)C=1C=2N(C=CN1)C=C(N2)C2=CC=C(C=C2)F (2-(4-Fluorophenyl)-imidazo[1,2-a]pyrazine-8-carboxylic acid methyl ester), ferric acetylacetonate, C1CCOC1 (THF). Run in CN1CCCC1=O (NMP). Conditions: time 1 hour. Yields the product FC1=CC=C(C=C1)C=1N=C2N(C=CN=C2C)C1 (2-(4-Fluorophenyl)-8-methylimidazo[1,2-a]pyrazine). The yield is 104.1%. As a reaction SMILES: C[Mg+].[Br-].CCOCC.CO[C:11]([C:13]1[C:14]2[N:15]([CH:19]=[C:20]([C:22]3[CH:27]=[CH:26][C:25]([F:28])=[CH:24][CH:23]=3)[N:21]=2)[CH:16]=[CH:17][N:18]=1)=O.C1COCC1>CN1C(=O)CCC1>[F:28][C:25]1[CH:24]=[CH:23][C:22]([C:20]2[N:21]=[C:14]3[C:13]([CH3:11])=[N:18][CH:17]=[CH:16][N:15]3[CH:19]=2)=[CH:27][CH:26]=1 |f:0.1|. Procedure: A solution of 3M MeMgBr in Et2O (16.1 mL, 48.3 mmol) was added drop-wise to a mixture of 8-chloro-2-(4-fluorophenyl)-imidazo[1,2-a]pyrazine (prepared using general procedure B using 3-chloropyrazin-2-ylamine and 2-bromo-1-(4-fluorophenyl)-ethanone; 10.0 g, 40.6 mmol), ferric acetylacetonate (0.71 g, 2.0 mmol), THF (240 mL), and NMP (23 mL) at about 0° C. The mixture was warmed to ambient temperature over about 1 hour. After about 1 hour, the reaction was cooled to about 0° C. and treated with ad...